Dataset: the Open Reaction Database (ORD), a public repository of structured organic reaction records. Task: describe an organic reaction: reactants, conditions, products, and yield Starting materials: CC1(C=2C=CC(=CC2CCC1)OCC1CN=C(O1)N)C (5-(5,5-dimethyl-5,6,7,8-tetrahydro-naphthalen-2-yloxymethyl)-4,5-dihydro-oxazol-2-ylamine), C(C)OC(C(CC)C=O)=O (2-formyl-butyric acid ethyl ester). The solvent is C(C)O (ethanol). Run at time 1 hour. Yields the product CC1(C=2C=CC(=CC2CCC1)OC[C@@H]1CN2C(=NC(C(=C2)CC)=O)O1)C ((S)-2-(5,5-Dimethyl-5,6,7,8-tetrahydro-naphthalen-2-yloxymethyl)-6-ethyl-2,3-dihydro-oxazolo[3,2-a]pyrimidin-7-one). Isolated yield 23.3%. RXN SMILES: [CH3:1][C:2]1([CH3:20])[CH2:11][CH2:10][CH2:9][C:8]2[CH:7]=[C:6]([O:12][CH2:13][CH:14]3[O:18][C:17]([NH2:19])=[N:16][CH2:15]3)[CH:5]=[CH:4][C:3]1=2.C([O:23][C:24](=O)[CH:25]([CH:28]=O)[CH2:26][CH3:27])C>C(O)C>[CH3:1][C:2]1([CH3:20])[CH2:11][CH2:10][CH2:9][C:8]2[CH:7]=[C:6]([O:12][CH2:13][C@H:14]3[O:18][C:17]4=[N:19][C:24](=[O:23])[C:25]([CH2:26][CH3:27])=[CH:28][N:16]4[CH2:15]3)[CH:5]=[CH:4][C:3]1=2. Procedure: To a solution of 5-(5,5-dimethyl-5,6,7,8-tetrahydro-naphthalen-2-yloxymethyl)-4,5-dihydro-oxazol-2-ylamine (0.5 g, 1.82 mmol) in ethanol (16 mL) was added 2-formyl-butyric acid ethyl ester (0.39 g, 2.7 mmol). The reaction mixture was stirred at room temperature for one hour, and then heated at reflux for 24 hours. It was then concentrated and loaded on a silica gel column. Chromatography with (1-5%) 2-propanol/methylene chloride gave 0.15 g the title product. [α]D25=−26.8 (c=0.74, CHCl3). Starting materials: O=C1CCC(=O)N1Br, ClCCl, CC(C)n1ccc2c(Cl)ncnc21. Yields the product CC(C)n1cc(Br)c2c(Cl)ncnc21. Reaction SMILES: [Br:1][N:2]1[C:3](=[O:4])[CH2:5][CH2:6][C:7]1=[O:8].[Cl:22][CH2:23][Cl:24].[Cl:9][c:10]1[c:11]2[c:12]([n:13][cH:14][n:15]1)[n:16]([CH:19]([CH3:20])[CH3:21])[cH:17][cH:18]2>>[Br:1][c:18]1[c:11]2[c:10]([Cl:9])[n:15][cH:14][n:13][c:12]2[n:16]([CH:19]([CH3:20])[CH3:21])[cH:17]1. Reactants: CNC(=O)NC1C(O)COC(OC)C1O, O=N[N+](=O)[O-], O. Yields the product COC1OCC(O)C(NC(=O)N(C)N=O)C1O. As a reaction SMILES: [CH3:1][NH:2][C:3]([NH:4][CH:5]1[CH:6]([OH:14])[CH:7]([O:8][CH3:9])[O:10][CH2:11][CH:12]1[OH:13])=[O:15].[O-:16][N+:17]([N:18]=[O:19])=[O:20].[OH2:21]>>[CH3:1][N:2]([C:3]([NH:4][CH:5]1[CH:6]([OH:14])[CH:7]([O:8][CH3:9])[O:10][CH2:11][CH:12]1[OH:13])=[O:15])[N:17]=[O:16]. The reactants are CCOC(=O)N1CCOC(C=C2c3ccccc3CCc3ccccc32)C1, C=CO, [K+], [OH-], O. Product: C(=C1c2ccccc2CCc2ccccc21)C1CNCCO1. RXN SMILES: [CH2:3]([O:4][C:5](=[O:6])[N:8]1[CH2:9][CH:10]([CH:14]=[C:15]2[c:16]3[c:17]([cH:26][cH:27][cH:28][cH:29]3)[CH2:18][CH2:19][c:20]3[c:21]2[cH:22][cH:23][cH:24][cH:25]3)[O:11][CH2:12][CH2:13]1)[CH3:7].[CH:31]([OH:32])=[CH2:33].[K+:2].[OH-:1].[OH2:30]>>[NH:8]1[CH2:9][CH:10]([CH:14]=[C:15]2[c:16]3[c:17]([cH:26][cH:27][cH:28][cH:29]3)[CH2:18][CH2:19][c:20]3[c:21]2[cH:22][cH:23][cH:24][cH:25]3)[O:11][CH2:12][CH2:13]1. Starting materials: C(=O)(OCC)C1=C(N=C2N1C=CC=C2OCC2=C(C=CC=C2C)CC)C (3-carboethoxy-8-(2-ethyl-6-methylbenzyloxy)-2-methylimidazo[1,2-a]pyridine), [OH-].[Na+] (sodium hydroxide), [H-].[H-].[H-].[H-].[Li+].[Al+3] (LiAlH4), O (water), O (water). Run in O1CCCC1 (tetrahydrofuran), O1CCCC1 (tetrahydrofuran). Conditions: time 2 hour. The product is C(C)C1=C(COC=2C=3N(C=CC2)C(=C(N3)C)CO)C(=CC=C1)C (8-(2-ethyl-6-methylbenzyloxy)-3-hydroxymethyl-2-methylimidazo[1,2-a]pyridine). Isolated yield 59.8%. Reaction SMILES: [H-].[H-].[H-].[H-].[Li+].[Al+3].[C:7]([C:12]1[N:16]2[CH:17]=[CH:18][CH:19]=[C:20]([O:21][CH2:22][C:23]3[C:28]([CH3:29])=[CH:27][CH:26]=[CH:25][C:24]=3[CH2:30][CH3:31])[C:15]2=[N:14][C:13]=1[CH3:32])(OCC)=[O:8].O.[OH-].[Na+]>O1CCCC1>[CH2:30]([C:24]1[CH:25]=[CH:26][CH:27]=[C:28]([CH3:29])[C:23]=1[CH2:22][O:21][C:20]1[C:15]2[N:16]([C:12]([CH2:7][OH:8])=[C:13]([CH3:32])[N:14]=2)[CH:17]=[CH:18][CH:19]=1)[CH3:31] |f:0.1.2.3.4.5,8.9|. Procedure: To a mixture of LiAlH4 (0.08 g, 2.1 mmol) in tetrahydrofuran (25 ml) was added 3-carboethoxy-8-(2-ethyl-6-methylbenzyloxy)-2-methylimidazo[1,2-a]pyridine (1.0 g, 2.8 mmol) in tetrahydrofuran (25 ml). After stirring the mixture at room temperature for 2 h., 0.2 ml of water was added dropwise, followed by 0.2 ml of 15% sodium hydroxide and then 0.6 ml of water. The solids were removed by filtration and the solvent was removed under reduced pressure. The residue was purified by column chromatograph... Starting materials: NOS(=O)(=O)O (hydroxylamine-O-sulfonic acid), C(C)(C)C1CCC(CC1)=O (4-isopropyl cyclohexanone), [OH-].[Na+] (NaOH), ice water. Solvent: C(=O)O (formic acid), C(=O)O (formic acid). The product is C(C)(C)C1CCC(NCC1)=O (5-Isopropyl-azepan-2-one). RXN SMILES: [NH2:1]OS(O)(=O)=O.[CH:7]([CH:10]1[CH2:15][CH2:14][C:13](=[O:16])[CH2:12][CH2:11]1)([CH3:9])[CH3:8].[OH-].[Na+]>C(O)=O>[CH:7]([CH:10]1[CH2:15][CH2:14][NH:1][C:13](=[O:16])[CH2:12][CH2:11]1)([CH3:9])[CH3:8] |f:2.3|. Procedure: To a solution of hydroxylamine-O-sulfonic acid (60.5 g, 535 mmol) in formic acid (320 ml) was added dropwise a solution of 4-isopropyl cyclohexanone (50.0 g, 357 mmol) in formic acid (110 ml) at r.t. under an argon atmosphere. The reaction mixture was refluxed for 3 h, cooled to r.t. and slowly treated with ice-water (550 ml). 10 N NaOH (1.1 liter) was added to adjust the pH to 8 and the resultant mixture was extracted with CHCl3 (4×). The combined organic extracts were washed with water, brine,...